From a dataset of the Open Reaction Database (ORD), a public repository of structured organic reaction records. describe an organic reaction: reactants, conditions, products, and yield The reactants are C(C1=CC=CC=C1)N1CC2C(C1)O2 (1-benzyl-3,4-epoxypyrrolidine), OC1=CC=C(C(=O)N)C=C1 (4-hydroxybenzamide). Solvent: C(C)(=O)OCC (ethyl acetate). Yields the product O[C@H]1[C@@H](CN(C1)CC1=CC=CC=C1)OC1=CC=C(C(=O)N)C=C1 (Trans-4-[(4-hydroxy-1-phenylmethyl-pyrrolidin-3-yl)oxy]benzamide). The yield is 19.0%. Reaction SMILES: [CH2:1]([N:8]1[CH2:12][CH:11]2[O:13][CH:10]2[CH2:9]1)[C:2]1[CH:7]=[CH:6][CH:5]=[CH:4][CH:3]=1.[OH:14][C:15]1[CH:23]=[CH:22][C:18]([C:19]([NH2:21])=[O:20])=[CH:17][CH:16]=1>C(OCC)(=O)C>[OH:13][C@@H:10]1[CH2:9][N:8]([CH2:1][C:2]2[CH:3]=[CH:4][CH:5]=[CH:6][CH:7]=2)[CH2:12][C@H:11]1[O:14][C:15]1[CH:23]=[CH:22][C:18]([C:19]([NH2:21])=[O:20])=[CH:17][CH:16]=1. Reported procedure: A mixture of 28 g. of 1-benzyl-3,4-epoxypyrrolidine and 20.6 g. of 4-hydroxybenzamide was heated at 130° C. for 8 hrs. The cooled mixture was columned on silica gel using 5% methanol in ethyl acetate to elute the product, which was then crystallized from chloroform-benzene-methanol. The yield was 19% of product melting at 133.0°-6.0° C.